From a dataset of the Open Reaction Database (ORD), a public repository of structured organic reaction records. describe an organic reaction: reactants, conditions, products, and yield The reactants are N#Cc1cccc(Br)c1F, CC(C)(C)[O-], [K+], C1CCOC1. The product is CC(C)(C)Oc1c(Br)cccc1C#N. RXN SMILES: [Br:1][c:2]1[c:3]([F:10])[c:4]([C:5]#[N:6])[cH:7][cH:8][cH:9]1.[CH3:11][C:12]([CH3:13])([O-:14])[CH3:15].[K+:16].[O:17]1[CH2:18][CH2:19][CH2:20][CH2:21]1>>[Br:1][c:2]1[c:3]([O:14][C:12]([CH3:11])([CH3:13])[CH3:15])[c:4]([C:5]#[N:6])[cH:7][cH:8][cH:9]1.